Dataset: the Open Reaction Database (ORD), a public repository of structured organic reaction records. Task: describe an organic reaction: reactants, conditions, products, and yield Reactants: C(CO)O (ethylene glycol), CC(C)(C)OCC1CO1 (t-BGE), [OH-].[Na+] (sodium hydroxide). Reagents/catalysts: B(F)(F)F.CCOCC (boron trifluoride etherate). The solvent is ClCCl (dichloromethane). Reaction conditions: time 15 hour. Product: C(C)(C)(C)OCC(COCCO)O (Tertiary butoxymethyl diethylene glycol). Yield: 71.0%. Reaction SMILES: [CH2:1]([OH:4])[CH2:2][OH:3].[CH3:5][C:6]([O:9][CH2:10][CH:11]1[O:13][CH2:12]1)([CH3:8])[CH3:7].[OH-].[Na+]>B(F)(F)F.CCOCC.ClCCl>[C:6]([O:9][CH2:10][CH:11]([OH:13])[CH2:12][O:3][CH2:2][CH2:1][OH:4])([CH3:5])([CH3:7])[CH3:8] |f:2.3,4.5|. Reported procedure: To a solution of ethylene glycol (248 g, 4 moles) and boron trifluoride etherate catalyst (1 ml) in dichloromethane (20 ml) preheated to 45° C. was added t-BGE (130 g, 1 mole) dropwise at such a rate so as to maintain a gentle reflux. After completion of addition, stirring was continued for about 15 hours. The solution was then adjusted to pH 7.5 by addition of sodium hydroxide and the product removed by distillation. Tertiary butoxymethyl diethylene glycol was obtained in 71 percent yield havin...